From a dataset of the Open Reaction Database (ORD), a public repository of structured organic reaction records. describe an organic reaction: reactants, conditions, products, and yield Starting materials: [Br-], COc1cccc(OC)c1C[P+](c1ccccc1)(c1ccccc1)c1ccccc1, O=Cc1cccc(CCCN2C(=O)c3ccccc3C2=O)c1. Product: COc1cccc(OC)c1C=Cc1cccc(CCCN2C(=O)c3ccccc3C2=O)c1. As a reaction SMILES: [Br-:1].[CH3:2][O:3][c:4]1[c:5]([CH2:6][P+:7]([c:8]2[cH:9][cH:10][cH:11][cH:12][cH:13]2)([c:14]2[cH:15][cH:16][cH:17][cH:18][cH:19]2)[c:20]2[cH:21][cH:22][cH:23][cH:24][cH:25]2)[c:26]([O:30][CH3:31])[cH:27][cH:28][cH:29]1.[O:32]=[C:33]1[N:34]([CH2:43][CH2:44][CH2:45][c:46]2[cH:47][c:48]([CH:49]=[O:50])[cH:51][cH:52][cH:53]2)[C:35](=[O:42])[c:36]2[cH:37][cH:38][cH:39][cH:40][c:41]21>>[CH3:2][O:3][c:4]1[c:5]([CH:6]=[CH:49][c:48]2[cH:47][c:46]([CH2:45][CH2:44][CH2:43][N:34]3[C:33](=[O:32])[c:41]4[c:36]([cH:37][cH:38][cH:39][cH:40]4)[C:35]3=[O:42])[cH:53][cH:52][cH:51]2)[c:26]([O:30][CH3:31])[cH:27][cH:28][cH:29]1.